From a dataset of the Open Reaction Database (ORD), a public repository of structured organic reaction records. describe an organic reaction: reactants, conditions, products, and yield Starting materials: BrCCBr, CCOC(=O)C(=O)OCC, CCOCC, CCOC(C)=O, Fc1cc(Br)c2occc2c1, [Mg], C1CCOC1. Yields the product CCOC(=O)C(=O)c1cc(F)cc2ccoc12. Reaction SMILES: [Br:13][CH2:14][CH2:15][Br:16].[C:17]([C:18](=[O:19])[O:20][CH2:21][CH3:22])(=[O:23])[O:24][CH2:25][CH3:26].[CH3:27][CH2:28][O:29][CH2:30][CH3:31].[CH3:37][CH2:38][O:39][C:40](=[O:41])[CH3:42].[F:1][c:2]1[cH:3][c:4]([Br:11])[c:5]2[c:6]([cH:7][cH:8][o:9]2)[cH:10]1.[Mg:12].[O:32]1[CH2:33][CH2:34][CH2:35][CH2:36]1>>[F:1][c:2]1[cH:3][c:4]([C:17]([C:18](=[O:19])[O:20][CH2:21][CH3:22])=[O:23])[c:5]2[c:6]([cH:7][cH:8][o:9]2)[cH:10]1. Solvent: C1CCOC1 (THF). Procedure details: To a solution of 1-(2-Methyl-5-phenyl-thiophen-3-yl)-ethanone (1.08 g, 5.00 mmole) in THF (20 mL), is added to LiBH4 (0.327 g, 15.0 mmole) in one portion at 0° C. The reaction is kept at 0° C. for 30 minutes and warmed up to room temperature for 2 hours. The reaction is quenched using NH4Cl(aq) (50 mL) at 0° C. The THF is removed on rota vapor, the aqueous solution is then extracted with ethyl acetate (3×50 mL). The combined organic solution is dried over Na2SO4 and concentrated to provide the t... RXN SMILES: [CH3:1][C:2]1[S:3][C:4]([C:10]2[CH:15]=[CH:14][CH:13]=[CH:12][CH:11]=2)=[CH:5][C:6]=1[C:7](=[O:9])[CH3:8].[Li+].[BH4-]>C1COCC1>[CH3:1][C:2]1[S:3][C:4]([C:10]2[CH:15]=[CH:14][CH:13]=[CH:12][CH:11]=2)=[CH:5][C:6]=1[CH:7]([OH:9])[CH3:8] |f:1.2|. The reactants are CC=1SC(=CC1C(C)=O)C1=CC=CC=C1 (1-(2-Methyl-5-phenyl-thiophen-3-yl)-ethanone), [Li+].[BH4-] (LiBH4). Reaction conditions: time 30 minute. Yields the product CC=1SC(=CC1C(C)O)C1=CC=CC=C1 (1-(2-Methyl-5-phenyl-thiophen-3-yl)-ethanol). Starting materials: CC1(C)OCC(C)(C)C(C(=O)NCCC(=O)O)O1, CCCCCCCCC=CCCCCCCCC(=O)NCCCCCCCCN. Yields the product CCCCCCCCC=CCCCCCCCC(=O)NCCCCCCCCNC(=O)CCNC(=O)C1OC(C)(C)OCC1(C)C. As a reaction SMILES: [CH3:30][C:31]1([CH3:47])[O:32][CH2:33][C:34]([CH3:45])([CH3:46])[CH:35]([C:37](=[O:38])[NH:39][CH2:40][CH2:41][C:42](=[O:43])[OH:44])[O:36]1.[NH2:1][CH2:2][CH2:3][CH2:4][CH2:5][CH2:6][CH2:7][CH2:8][CH2:9][NH:10][C:11]([CH2:12][CH2:13][CH2:14][CH2:15][CH2:16][CH2:17][CH2:18][CH:19]=[CH:20][CH2:21][CH2:22][CH2:23][CH2:24][CH2:25][CH2:26][CH2:27][CH3:28])=[O:29]>>[NH:1]([CH2:2][CH2:3][CH2:4][CH2:5][CH2:6][CH2:7][CH2:8][CH2:9][NH:10][C:11]([CH2:12][CH2:13][CH2:14][CH2:15][CH2:16][CH2:17][CH2:18][CH:19]=[CH:20][CH2:21][CH2:22][CH2:23][CH2:24][CH2:25][CH2:26][CH2:27][CH3:28])=[O:29])[C:42]([CH2:41][CH2:40][NH:39][C:37]([CH:35]1[C:34]([CH3:45])([CH3:46])[CH2:33][O:32][C:31]([CH3:30])([CH3:47])[O:36]1)=[O:38])=[O:43]. The reactants are BrCCCCN1C(N(C2=CC=CC=C2C1=O)C)=O (3-(4-bromobutyl)-1,2,3,4-tetrahydro-1-methyl-2,4-dioxoquinazoline), ClCCCCN1C(N(C2=CC=CC=C2C1=O)C)=O (3-(4-chlorobutyl)-1,2,3,4-tetrahydro-1-methyl-2,4-dioxoquinazoline), [I-].[Na+] (sodium iodide). Solvent: C(C)C(=O)C (methyl ethyl ketone). Product: ICCCCN1C(N(C2=CC=CC=C2C1=O)C)=O (3-(4-iodobutyl)-1,2,3,4-tetrahydro-1-methyl-2,4-dioxoquinazoline). Isolated yield 100.0%. Reaction SMILES: Br[CH2:2][CH2:3][CH2:4][CH2:5][N:6]1[C:15](=[O:16])[C:14]2[C:9](=[CH:10][CH:11]=[CH:12][CH:13]=2)[N:8]([CH3:17])[C:7]1=[O:18].ClCCCCN1C(=O)C2C(=CC=CC=2)N(C)C1=O.[I-:37].[Na+]>C(C(C)=O)C>[I:37][CH2:2][CH2:3][CH2:4][CH2:5][N:6]1[C:15](=[O:16])[C:14]2[C:9](=[CH:10][CH:11]=[CH:12][CH:13]=2)[N:8]([CH3:17])[C:7]1=[O:18] |f:2.3|. Reported procedure: A solution of the title A compounds, 3-(4-bromobutyl)-1,2,3,4-tetrahydro-1-methyl-2,4-dioxoquinazoline and 3-(4-chlorobutyl)-1,2,3,4-tetrahydro-1-methyl-2,4-dioxoquinazoline (1:1 mixture; 2.35 g, 8.13 mmol) in 30 mL of methyl ethyl ketone is treated with sodium iodide (2.64 g, 17.62 mmol) at RT. The reaction is heated at reflux for 16 h, then cooled and the solvent is evaporated under reduced pressure. The residue is partitioned between 200 mL of ethyl acetate and 5 mL of water. The organic solu... The reactants are CC1=C(OC2=C1C(=C(C=C2)C(C)(C)C)O)C(=O)OCC (ethyl 3-methyl-4-hydroxy-5-tert-butylbenzofuran-2-carboxylate), C(C)OC(=O)C=1OC2=C(C1C)C(=C(C=C2)C(C)(C)C)O (ethyl-3-methyl-4-hydroxy-5-tert-butyl-benzofuran-2-carboxylate), ClC1=CC=C(C(=O)Cl)C=C1 (p-chlorobenzoyl chloride), [Cl-].[Al+3].[Cl-].[Cl-] (aluminum chloride), ClC1=CC=C(C(=O)Cl)C=C1 (4-chlorobenzoyl chloride), [Cl-].[Al+3].[Cl-].[Cl-] (aluminum chloride), Cl (HCl). Run in ClCCCl (1,2-dichloroethane). Reaction conditions: time 1.5 hour. Product: CC1=C(OC2=C1C(=C(C=C2C(C2=CC=C(C=C2)Cl)=O)C(C)(C)C)O)C(=O)OCC (Ethyl 3-Methyl-4-hydroxy-5-tert-butyl-7-p-chlorobenzoylbenzofuran-2-carboxylate). Reaction SMILES: [CH3:1][C:2]1[C:6]2[C:7]([OH:15])=[C:8]([C:11]([CH3:14])([CH3:13])[CH3:12])[CH:9]=[CH:10][C:5]=2[O:4][C:3]=1[C:16]([O:18][CH2:19][CH3:20])=[O:17].[Cl:21][C:22]1[CH:30]=[CH:29][C:25]([C:26](Cl)=[O:27])=[CH:24][CH:23]=1.[Cl-].[Al+3].[Cl-].[Cl-].Cl>ClCCCl>[CH3:1][C:2]1[C:6]2[C:7]([OH:15])=[C:8]([C:11]([CH3:14])([CH3:12])[CH3:13])[CH:9]=[C:10]([C:26](=[O:27])[C:25]3[CH:29]=[CH:30][C:22]([Cl:21])=[CH:23][CH:24]=3)[C:5]=2[O:4][C:3]=1[C:16]([O:18][CH2:19][CH3:20])=[O:17] |f:2.3.4.5|. Procedure: To a solution of ethyl 3-methyl-4-hydroxy-5-tert-butylbenzofuran-2-carboxylate, compound 12a (1.00 g, 3.62 mmol) and p-chlorobenzoyl chloride (0.793 g, 4.53 mmol) in 1,2-dichloroethane (40 mL) at 0° C. was added aluminum chloride (0.604 g, 4.53 mmol) and the mixture heated to reflux for two hours. Additional portions of 4-chlorobenzoyl chloride (0.475 g, 2.71 mmol) and aluminum chloride (0.362 g, 2.71 mmol) were added and the reflux continued for an additional 1.5 hours. The reaction mixture was... Starting materials: CCN=C=NCCCN(C)C, CCN(C(C)C)C(C)C, O=C(NC(Cc1ccc(F)cc1)C(=O)O)c1cc2cc(Cl)cnc2[nH]1, CN(C)C=O, OC1CCNC1, On1nnc2ccccc21. Yields the product O=C(NC(Cc1ccc(F)cc1)C(=O)N1CCC(O)C1)c1cc2cc(Cl)cnc2[nH]1. Reaction SMILES: [CH3:51][CH2:52][N:53]=[C:54]=[N:55][CH2:56][CH2:57][CH2:58][N:59]([CH3:60])[CH3:61].[CH:42]([N:43]([CH2:44][CH3:45])[CH:46]([CH3:47])[CH3:48])([CH3:49])[CH3:50].[Cl:1][c:2]1[cH:3][c:4]2[c:5]([n:6][cH:7]1)[nH:8][c:9]([C:11](=[O:12])[NH:13][CH:14]([C:15](=[O:16])[OH:17])[CH2:18][c:19]1[cH:20][cH:21][c:22]([F:25])[cH:23][cH:24]1)[cH:10]2.[O:62]=[CH:63][N:64]([CH3:65])[CH3:66].[OH:26][CH:27]1[CH2:28][NH:29][CH2:30][CH2:31]1.[OH:32][n:33]1[c:34]2[c:35]([cH:36][cH:37][cH:38][cH:39]2)[n:40][n:41]1>>[Cl:1][c:2]1[cH:3][c:4]2[c:5]([n:6][cH:7]1)[nH:8][c:9]([C:11](=[O:12])[NH:13][CH:14]([C:15](=[O:16])[N:29]1[CH2:28][CH:27]([OH:26])[CH2:31][CH2:30]1)[CH2:18][c:19]1[cH:20][cH:21][c:22]([F:25])[cH:23][cH:24]1)[cH:10]2. Reactants: B, C1CCOC1, Cc1cc2c3c(c1)c1c(OCC#N)cccc1n3C(c1ccccc1)CO2, CSC, CO, ClCCl. The product is Cc1cc2c3c(c1)c1c(OCCN)cccc1n3C(c1ccccc1)CO2. As a reaction SMILES: [BH3:31].[CH2:32]1[O:33][CH2:34][CH2:35][CH2:36]1.[CH3:1][c:2]1[cH:3][c:4]2[c:5]3[c:6]([O:24][CH2:25][C:26]#[N:27])[cH:7][cH:8][cH:9][c:10]3[n:11]3[c:12]2[c:13]([cH:14]1)[O:15][CH2:16][CH:17]3[c:18]1[cH:19][cH:20][cH:21][cH:22][cH:23]1.[CH3:28][S:29][CH3:30].[CH3:37][OH:38].[Cl:39][CH2:40][Cl:41]>>[CH3:1][c:2]1[cH:3][c:4]2[c:5]3[c:6]([O:24][CH2:25][CH2:26][NH2:27])[cH:7][cH:8][cH:9][c:10]3[n:11]3[c:12]2[c:13]([cH:14]1)[O:15][CH2:16][CH:17]3[c:18]1[cH:19][cH:20][cH:21][cH:22][cH:23]1.